From a dataset of the Open Reaction Database (ORD), a public repository of structured organic reaction records. describe an organic reaction: reactants, conditions, products, and yield The reactants are C(#N)CN1C=CC2=CC=CC=C12 (1-cyanomethyl indole), FC(C(=O)O)(F)F (trifluoroacetic acid), N1C=CC2=CC=CC=C12.B (indole borane). Solvent: B.C1CCOC1 (BH3.THF). Run at time 1.5 hour. Product: C(#N)CN1CCC2=CC=CC=C12 (1-cyanomethyl-2,3-dihydroindole). RXN SMILES: [C:1]([CH2:3][N:4]1[C:12]2[C:7](=[CH:8][CH:9]=[CH:10][CH:11]=2)[CH:6]=[CH:5]1)#[N:2].FC(F)(F)C(O)=O.N1C2C(=CC=CC=2)C=C1.B>B.C1COCC1>[C:1]([CH2:3][N:4]1[C:12]2[C:7](=[CH:8][CH:9]=[CH:10][CH:11]=2)[CH2:6][CH2:5]1)#[N:2] |f:2.3,4.5|. Procedure details: In an operation carried out in a manner similar to that described in Example XIV, 105 milligrams of 1-cyanomethyl indole was dissolved in 1.5 milliliters of 1 M BH3.THF under nitrogen. Then, while cooling and stirring in an ice bath, 1.0 milliliter of trifluoroacetic acid was added dropwise to the indole-borane reagent mixture and after completion of the addition, stirring was continued for 1.5 hours while maintaining nitrogen atmosphere to obtain a 1-cyanomethyl-2,3-dihydroindole product in the...